The task is: describe an organic reaction: reactants, conditions, products, and yield. This data is from the Open Reaction Database (ORD), a public repository of structured organic reaction records. Reactants: N(=NC(=O)OC(C)(C)C)C(=O)OC(C)(C)C (Di-tert-butyl azodicarboxylate), [N+](=O)([O-])C=1C=NNC1 (4-nitro-1H-pyrazole), CC(C)O (2-propanol), C1(=CC=CC=C1)P(C1=CC=CC=C1)C1=CC=CC=C1 (triphenylphosphine). The solvent is O1CCCC1 (tetrahydrofuran). Conditions: time 16 hour. Product: C(C)(C)N1N=CC(=C1)[N+](=O)[O-] (1-isopropyl-4-nitro-1H-pyrazole). Isolated yield 149.0%. RXN SMILES: N(C(OC(C)(C)C)=O)=NC(O[C:6](C)([CH3:8])[CH3:7])=O.[N+:17]([C:20]1[CH:21]=[N:22][NH:23][CH:24]=1)([O-:19])=[O:18].CC(O)C.C1(P(C2C=CC=CC=2)C2C=CC=CC=2)C=CC=CC=1>O1CCCC1>[CH:6]([N:22]1[CH:21]=[C:20]([N+:17]([O-:19])=[O:18])[CH:24]=[N:23]1)([CH3:8])[CH3:7]. Procedure: Di-tert-butyl azodicarboxylate (1.59 g, 6.91 mmol) was added to a solution of 4-nitro-1H-pyrazole (601 mg, 5.32 mmol), 2-propanol (319 mg, 5.32 mmol) and triphenylphosphine (1.67 g, 6.36 mmol) in tetrahydrofuran (25 mL) over 3 minutes and the mixture was stirred at room temperature for 16 h. After this time, the reaction was concentrated under reduced pressure and the resulting residue purified by chromatography (silica, gradient, 1:4 ethyl acetate/heptane to 7:3 ethyl acetate/heptane) to afford... Reaction SMILES: [OH:1][N:2]1[C:10]2[C:5](=[CH:6][CH:7]=[C:8]([N+:11]([O-:13])=[O:12])[CH:9]=2)[CH2:4][C:3]1=[O:14].[C:15]([O:18][C:19](=O)[CH3:20])(=O)[CH3:16]>CCOC(OCC)(OCC)C1C=CC=CC=1>[C:3]([O:1][N:2]1[C:10]2[C:5](=[CH:6][CH:7]=[C:8]([N+:11]([O-:13])=[O:12])[CH:9]=2)[C:4](=[C:15]([O:18][CH2:19][CH3:20])[C:16]2[CH:9]=[CH:10][CH:5]=[CH:6][CH:7]=2)[C:3]1=[O:14])(=[O:14])[CH3:4]. The reactants are ON1C(CC2=CC=C(C=C12)[N+](=O)[O-])=O (1-hydroxy-6-nitro-2-indolinone), C(C)(=O)OC(C)=O (acetic anhydride). Solvent: CCOC(C1=CC=CC=C1)(OCC)OCC (triethyl orthobenzoate). The product is C(C)(=O)ON1C(C(C2=CC=C(C=C12)[N+](=O)[O-])=C(C1=CC=CC=C1)OCC)=O (1-acetoxy-3-(1-ethoxy-1-phenylmethylidene)-6-nitro-2-indolinone). Procedure details: 300 mg of 1-hydroxy-6-nitro-2-indolinone are dissolved in 4.0 ml of acetic anhydride and 4.0 ml of triethyl orthobenzoate, stirred for 6 hours at 110° C., concentrated by evaporation and purified through a silica gel column with methylene chloride as eluant.